Dataset: the Open Reaction Database (ORD), a public repository of structured organic reaction records. Task: describe an organic reaction: reactants, conditions, products, and yield Reactants: Cc1c(C(=O)c2ccccc2)c(NC(=O)CI)cn1C, CCO, Cl, NO, [Na+], [OH-], O. Product: Cc1c(C(=O)c2ccccc2)c(NC(=O)CNO)cn1C. RXN SMILES: [C:6]([c:7]1[cH:8][cH:9][cH:10][cH:11][cH:12]1)(=[O:13])[c:14]1[c:15]([NH:21][C:22]([CH2:23][I:24])=[O:25])[cH:16][n:17]([CH3:20])[c:18]1[CH3:19].[CH3:27][CH2:28][OH:29].[ClH:3].[NH2:4][OH:5].[Na+:2].[OH-:1].[OH2:26]>>[OH:1][NH:4][CH2:23][C:22]([NH:21][c:15]1[c:14]([C:6]([c:7]2[cH:8][cH:9][cH:10][cH:11][cH:12]2)=[O:13])[c:18]([CH3:19])[n:17]([CH3:20])[cH:16]1)=[O:25]. Starting materials: O=C1NC(=O)c2ccccc21, CC(C)Cn1c(CCl)c(-c2ccccc2)c2cc(OCc3ccccc3)ccc2c1=O, CN(C)C=O, [K], O. The product is CC(C)Cn1c(CN2C(=O)c3ccccc3C2=O)c(-c2ccccc2)c2cc(OCc3ccccc3)ccc2c1=O. RXN SMILES: [C:32]1(=[O:42])[c:33]2[c:34]([cH:38][cH:39][cH:40][cH:41]2)[C:35](=[O:37])[NH:36]1.[CH2:1]([c:2]1[cH:3][cH:4][cH:5][cH:6][cH:7]1)[O:8][c:9]1[cH:10][c:11]2[c:12](-[c:26]3[cH:27][cH:28][cH:29][cH:30][cH:31]3)[c:13]([CH2:24][Cl:25])[n:14]([CH2:20][CH:21]([CH3:22])[CH3:23])[c:15](=[O:19])[c:16]2[cH:17][cH:18]1.[CH3:45][N:46]([CH3:47])[CH:48]=[O:49].[K:43].[OH2:44]>>[CH2:1]([c:2]1[cH:3][cH:4][cH:5][cH:6][cH:7]1)[O:8][c:9]1[cH:10][c:11]2[c:12](-[c:26]3[cH:27][cH:28][cH:29][cH:30][cH:31]3)[c:13]([CH2:24][N:36]3[C:32](=[O:42])[c:33]4[c:34]([cH:38][cH:39][cH:40][cH:41]4)[C:35]3=[O:37])[n:14]([CH2:20][CH:21]([CH3:22])[CH3:23])[c:15](=[O:19])[c:16]2[cH:17][cH:18]1. The reactants are C1CN2CCN1CC2 (DABCO), C(C)(C)(C)OC(=O)N1CCC(CC1)C=1OC=CC1CO (4-(3-Hydroxymethylfuran-2-yl)piperidine-1-carboxylic acid t-butyl ester), S(=O)(=O)(C1=CC=C(C)C=C1)Cl (TsCl). Solvent: CCOC(=O)C (EtOAc), C(Cl)Cl (DCM). Reaction conditions: temperature 0 celsius, time 90 minute. Yields the product C(C)(C)(C)OC(=O)N1CCC(CC1)C=1OC=CC1COS(=O)(=O)C1=CC=C(C=C1)C (4-[3-(Toluene-4-sulfonyloxymethyl)furan-2-yl]-piperidine-1-carboxylic Acid t-Butyl Ester). The yield is 48.6%. As a reaction SMILES: [C:1]([O:5][C:6]([N:8]1[CH2:13][CH2:12][CH:11]([C:14]2[O:15][CH:16]=[CH:17][C:18]=2[CH2:19][OH:20])[CH2:10][CH2:9]1)=[O:7])([CH3:4])([CH3:3])[CH3:2].C1N2CCN(CC2)C1.[S:29](Cl)([C:32]1[CH:38]=[CH:37][C:35]([CH3:36])=[CH:34][CH:33]=1)(=[O:31])=[O:30]>C(Cl)Cl.CCOC(C)=O>[C:1]([O:5][C:6]([N:8]1[CH2:13][CH2:12][CH:11]([C:14]2[O:15][CH:16]=[CH:17][C:18]=2[CH2:19][O:20][S:29]([C:32]2[CH:38]=[CH:37][C:35]([CH3:36])=[CH:34][CH:33]=2)(=[O:31])=[O:30])[CH2:10][CH2:9]1)=[O:7])([CH3:4])([CH3:2])[CH3:3]. Procedure: 4-(3-Hydroxymethylfuran-2-yl)piperidine-1-carboxylic acid t-butyl ester (0.3 g, 1.1 mmol, 1.0 eq.) was dissolved in DCM (5.7 mL). The mixture was cooled to 0° C. and DABCO (132 mg, 1.2 mmol, 1.1 eq.) was added, followed by TsCl (224 mg, 1.2 mmol, 1.1 eq.). The mixture was stirred at 0° C. for 90 minutes, then diluted with EtOAc (500 mL) and washed with water (2×250 mL). The organic layer was dried over anhydrous Na2SO4, filtered and concentrated by rotary evaporation to yield the title compound ... Reactants: O=C1NC[C@@H](N1)C(=O)O ((R)-2-oxoimidazolidine-4-carboxylic acid), FC1=CC=C(C=C1)N1N=C(C=C1C1=CC(=CC(=C1)CO[C@@H](C(F)(F)F)C)F)N (1-(4-fluorophenyl)-5-[3-fluoro-5-((R)-2,2,2-trifluoro-1-methylethoxymethyl)phenyl]-1H-pyrazol-3-ylamine), CCN=C=NCCCN(C)C.Cl (WSC.HCl). The solvent is C(Cl)(Cl)Cl (chloroform). Run at time 3 hour. The product is FC1=CC=C(C=C1)N1N=C(C=C1C1=CC(=CC(=C1)CO[C@@H](C(F)(F)F)C)F)NC(=O)[C@@H]1NC(NC1)=O ((R)-2-Oxoimidazolidine-4-carboxylic acid{1-(4-fluorophenyl)-5-[3-fluoro-5-((R)-2,2,2-trifluoro-1-methylethoxymethyl)phenyl]-1H-pyrazol-3-yl}amide). The yield is 39.7%. As a reaction SMILES: [F:1][C:2]1[CH:7]=[CH:6][C:5]([N:8]2[C:12]([C:13]3[CH:18]=[C:17]([CH2:19][O:20][C@H:21]([CH3:26])[C:22]([F:25])([F:24])[F:23])[CH:16]=[C:15]([F:27])[CH:14]=3)=[CH:11][C:10]([NH2:28])=[N:9]2)=[CH:4][CH:3]=1.[O:29]=[C:30]1[NH:34][C@@H:33]([C:35](O)=[O:36])[CH2:32][NH:31]1.CCN=C=NCCCN(C)C.Cl>C(Cl)(Cl)Cl>[F:1][C:2]1[CH:7]=[CH:6][C:5]([N:8]2[C:12]([C:13]3[CH:18]=[C:17]([CH2:19][O:20][C@H:21]([CH3:26])[C:22]([F:24])([F:25])[F:23])[CH:16]=[C:15]([F:27])[CH:14]=3)=[CH:11][C:10]([NH:28][C:35]([C@H:33]3[CH2:32][NH:31][C:30](=[O:29])[NH:34]3)=[O:36])=[N:9]2)=[CH:4][CH:3]=1 |f:2.3|. Reported procedure: To a solution of 1-(4-fluorophenyl)-5-[3-fluoro-5-((R)-2,2,2-trifluoro-1-methylethoxymethyl)phenyl]-1H-pyrazol-3-ylamine (about 0.277 mmol) prepared in the previous step in chloroform (1 ml) were sequentially added (R)-2-oxoimidazolidine-4-carboxylic acid (40 mg) and WSC.HCl (64 mg) at room temperature, and the mixture was stirred for 3 hours. This reaction mixture was purified by silica gel thin-layer chromatography (eluent: chloroform/methanol=10/1). To the resulting solid were added water and... The reactants are C1OC=2C=C(C(=O)Cl)C=CC2O1 (3,4-methylenedioxybenzoyl chloride), C(CCCCCCN)N (1,7-heptanediamine), [OH-].[K+] (potassium hydroxide). Run in C(CCl)Cl (ethylene dichloride). Product: C1OC=2C=C(C(=O)NCCCCCCCNC(C3=CC4=C(C=C3)OCO4)=O)C=CC2O1 (N,N'-Heptamethylenebis(3,4-methylenedioxybenzamide)). RXN SMILES: [CH2:1]1[O:12][C:11]2[CH:10]=[CH:9][C:5]([C:6](Cl)=[O:7])=[CH:4][C:3]=2[O:2]1.[CH2:13]([NH2:21])[CH2:14][CH2:15][CH2:16][CH2:17][CH2:18][CH2:19][NH2:20].[OH-:22].[K+]>C(Cl)CCl>[CH2:1]1[O:12][C:11]2[CH:10]=[CH:9][C:5]([C:6]([NH:20][CH2:19][CH2:18][CH2:17][CH2:16][CH2:15][CH2:14][CH2:13][NH:21][C:6](=[O:7])[C:5]3[CH:9]=[CH:10][C:11]4[O:22][CH2:1][O:2][C:3]=4[CH:4]=3)=[O:7])=[CH:4][C:3]=2[O:2]1 |f:2.3|. Procedure: m.p. 151°-152° C., 24.9 g., was prepared as in Example 1 using 3,4-methylenedioxybenzoyl chloride (prepared as in Example 6 using 30 g. of 3,4 -methylenedioxybenzoic acid) in 150 ml. of ethylene dichloride, 10.5 g. of 1,7-heptanediamine, 200 ml. of 10% aqueous potassium hydroxide solution, 500 ml. of ethylene dichloride and recrystallization from ethanol using decolorizing charcoal. The reactants are CN1CCN(CC1)[C@H]1CC[C@H](CC1)N1N=C(C=2C1=NC=NC2N)C2=CC=C(C=C2)OC2=NC=CC=N2 (cis-1-[4-(4-methylpiperazino)cyclohexyl]-3-[4-(2-pyrimidinyloxy)-phenyl]-1H-pyrazolo[3,4-d]pyrimidin-4-amine), C(\C=C/C(=O)O)(=O)O (maleic acid). Run in C(C)O (ethanol), C(C)O (ethanol). Product: C(\C=C/C(=O)O)(=O)O.C(\C=C/C(=O)O)(=O)O.C(\C=C/C(=O)O)(=O)O.CN1CCN(CC1)[C@H]1CC[C@H](CC1)N1N=C(C=2C1=NC=NC2N)C2=CC=C(C=C2)OC2=NC=CC=N2 (cis-1-[4-(4-methylpiperazino)cyclohexyl]-3-[4-(2-pyrimidinyloxy)phenyl]-1H-pyrazolo[3,4-d]pyrimidin-4-amine tris maleate). Yield: 67.5%. RXN SMILES: [CH3:1][N:2]1[CH2:7][CH2:6][N:5]([C@@H:8]2[CH2:13][CH2:12][C@H:11]([N:14]3[C:18]4=[N:19][CH:20]=[N:21][C:22]([NH2:23])=[C:17]4[C:16]([C:24]4[CH:29]=[CH:28][C:27]([O:30][C:31]5[N:36]=[CH:35][CH:34]=[CH:33][N:32]=5)=[CH:26][CH:25]=4)=[N:15]3)[CH2:10][CH2:9]2)[CH2:4][CH2:3]1.[C:37]([OH:44])(=[O:43])/[CH:38]=[CH:39]\[C:40]([OH:42])=[O:41]>C(O)C>[C:37]([OH:44])(=[O:43])/[CH:38]=[CH:39]\[C:40]([OH:42])=[O:41].[C:37]([OH:44])(=[O:43])/[CH:38]=[CH:39]\[C:40]([OH:42])=[O:41].[C:37]([OH:44])(=[O:43])/[CH:38]=[CH:39]\[C:40]([OH:42])=[O:41].[CH3:1][N:2]1[CH2:7][CH2:6][N:5]([C@@H:8]2[CH2:13][CH2:12][C@H:11]([N:14]3[C:18]4=[N:19][CH:20]=[N:21][C:22]([NH2:23])=[C:17]4[C:16]([C:24]4[CH:25]=[CH:26][C:27]([O:30][C:31]5[N:32]=[CH:33][CH:34]=[CH:35][N:36]=5)=[CH:28][CH:29]=4)=[N:15]3)[CH2:10][CH2:9]2)[CH2:4][CH2:3]1 |f:3.4.5.6|. Procedure details: A solution of cis-1-[4-(4-methylpiperazino)cyclohexyl]-3-[4-(2-pyrimidinyloxy)-phenyl]-1H-pyrazolo[3,4-d]pyrimidin-4-amine (intermediate BD) (0.193 g, 0.0004 mol) in absolute ethanol (15 mL) was heated to reflux. A solution of maleic acid (0.184 g, 0.00159 mol) in absolute ethanol (10 mL) was heated to 78° C. was added and the mixture was heated at reflux for 10 minutes. The mixture was allowed to cool to room temperature, and the white precipitate which formed was collected by filtration and wa...